Dataset: the Open Reaction Database (ORD), a public repository of structured organic reaction records. Task: describe an organic reaction: reactants, conditions, products, and yield The reactants are C/C(/CO)=C(/C(C)C1=CC=CC=C1)\C ((Z)-2,3-Dimethyl-4-phenylpent-2-ene-1-ol), C(C)[Zn]CC (diethylzinc), C1(=CC=CC=C1)C (toluene), S(O)(O)(=O)=O (sulfuric acid), ClCI (Chloroiodomethane). Conditions: temperature -15 celsius, time 30 minute. The product is C[C@]1([C@@](C1)([C@@H](C)C1=CC=CC=C1)C)CO ([(1S*,2S*)-1,2-Dimethyl-2-((S*)-1-phenylethyl)cyclopropyl]methanol). Yield: 35.0%. Reaction SMILES: [CH2:1]([Zn]CC)C.C1(C)C=CC=CC=1.ClCI.[CH3:16]/[C:17](=[C:20](\[CH3:29])/[CH:21]([C:23]1[CH:28]=[CH:27][CH:26]=[CH:25][CH:24]=1)[CH3:22])/[CH2:18][OH:19].S(=O)(=O)(O)O>>[CH3:16][C@:17]1([CH2:18][OH:19])[CH2:29][C@@:20]1([CH3:1])[C@H:21]([C:23]1[CH:24]=[CH:25][CH:26]=[CH:27][CH:28]=1)[CH3:22]. Procedure details: Under a nitrogen atmosphere, a diethylzinc solution in toluene (concentration: 15% by weight, 10.9 g, 13.2 mmol) was placed into a 100-ml flask equipped with a stirring apparatus, a dropping funnel, and a thermometer, and cooled to −15° C. Chloroiodomethane (4.68 g, 26.5 mmol) was placed into the dropping funnel, and added dropwise with the temperature kept between −15 and −20° C. After completion of the dropwise addition, the mixture was stirred at −15° C. for 30 minutes. (Z)-2,3-Dimethyl-4-phe... The reactants are OCC=1C(=NC(=NC1C)C1=CC=CC=C1)C1=CC(=CC=C1)[N+](=O)[O-] (5-hydroxymethyl-6-methyl-4-(3-nitrophenyl)-2-phenylpyrimidine). The reagents and catalysts are [O-2].[O-2].[Mn+4] (manganese dioxide). Solvent: C(C)(=O)OCC (ethyl acetate). The product is C(=O)C=1C(=NC(=NC1C)C1=CC=CC=C1)C1=CC(=CC=C1)[N+](=O)[O-] (5-formyl-6-methyl-4-(3-nitrophenyl)-2-phenylpyrimidine). The yield is 50.3%. Reaction SMILES: [OH:1][CH2:2][C:3]1[C:4]([C:16]2[CH:21]=[CH:20][CH:19]=[C:18]([N+:22]([O-:24])=[O:23])[CH:17]=2)=[N:5][C:6]([C:10]2[CH:15]=[CH:14][CH:13]=[CH:12][CH:11]=2)=[N:7][C:8]=1[CH3:9]>C(OCC)(=O)C.[O-2].[O-2].[Mn+4]>[CH:2]([C:3]1[C:4]([C:16]2[CH:21]=[CH:20][CH:19]=[C:18]([N+:22]([O-:24])=[O:23])[CH:17]=2)=[N:5][C:6]([C:10]2[CH:11]=[CH:12][CH:13]=[CH:14][CH:15]=2)=[N:7][C:8]=1[CH3:9])=[O:1] |f:2.3.4|. Reported procedure: To a solution of 5-hydroxymethyl-6-methyl-4-(3-nitrophenyl)-2-phenylpyrimidine (0.3 g) in ethyl acetate (10 ml) was added activated manganese dioxide (2.4 g) and the mixture was refluxed for 2 hours under stirring vigorously. After allowing to stand to room temperature, manganese dioxide was filtered off. The filtrate was evaporated in vacuo, and the residual precipitate was recrystallized from diethyl ether to give 5-formyl-6-methyl-4-(3-nitrophenyl)-2-phenylpyrimidine (0.15 g). Reactants: C1CCOC1, Cn1ccc(C=O)n1, CCN. Yields the product CCNCc1ccn(C)n1. RXN SMILES: [CH2:12]1[O:13][CH2:14][CH2:15][CH2:16]1.[CH3:1][n:2]1[n:3][c:4]([CH:7]=[O:8])[cH:5][cH:6]1.[CH3:9][CH2:10][NH2:11]>>[CH3:1][n:2]1[n:3][c:4]([CH2:7][NH:11][CH2:10][CH3:9])[cH:5][cH:6]1. Reactants: FC1=CC=C(C=C1)C=1NC(=C(C1C1=CC=NC=C1)C(=O)OCC1=CC=CC=C1)C1=CC=CC=C1 (benzyl 2-(4-fluorophenyl)-3-(4-pyridyl)-5-phenyl-pyrrole-4-carboxylate). The reagents and catalysts are [Pd] (Pd/C). Run in CCO (EtOH). Product: FC1=CC=C(C=C1)C=1NC(=C(C1C1=CC=NC=C1)C(=O)O)C1=CC=CC=C1 (2-(4-fluorophenyl)-3-(4-pyridyl)-5-phenyl-pyrrole-4-carboxylic acid). As a reaction SMILES: [F:1][C:2]1[CH:7]=[CH:6][C:5]([C:8]2[NH:9][C:10]([C:29]3[CH:34]=[CH:33][CH:32]=[CH:31][CH:30]=3)=[C:11]([C:19]([O:21]CC3C=CC=CC=3)=[O:20])[C:12]=2[C:13]2[CH:18]=[CH:17][N:16]=[CH:15][CH:14]=2)=[CH:4][CH:3]=1>CCO.[Pd]>[F:1][C:2]1[CH:3]=[CH:4][C:5]([C:8]2[NH:9][C:10]([C:29]3[CH:30]=[CH:31][CH:32]=[CH:33][CH:34]=3)=[C:11]([C:19]([OH:21])=[O:20])[C:12]=2[C:13]2[CH:18]=[CH:17][N:16]=[CH:15][CH:14]=2)=[CH:6][CH:7]=1. Procedure: A mixture of benzyl 2-(4-fluorophenyl)-3-(4-pyridyl)-5-phenyl-pyrrole-4-carboxylate from Example 125 (1.0 mmol), 0.01 g of 10% Pd/C in 5 mL of EtOH will yield 2-(4-fluorophenyl)-3-(4-pyridyl)-5-phenyl-pyrrole-4-carboxylic acid after treatment with 40 psi H2 followed by filtration. Starting materials: C(C)(C)(C)OC(=O)NCC(=O)OC[C@@H]1[C@H](C[C@@H](O1)N1C(=O)NC(=O)C(=C1)F)OCC1=CC=C(C=C1)Cl (5'--O--[N-(t-butoxycarbonyl)glycyl]-3'-O-(4-chlorobenzyl)- 2'-deoxy-5-fluorouridine). Run in Cl.O1CCOCC1 (HCl dioxane). Run at time 30 minute. Product: Cl.ClC1=CC=C(CO[C@H]2C[C@@H](O[C@@H]2COC(CN)=O)N2C(=O)NC(=O)C(=C2)F)C=C1 (3'-O-(4-chlorobenzyl)-2'-deoxy-5-fluoro-5'-O-glycyluridine hydrochloride). Isolated yield 93.0%. As a reaction SMILES: C(OC([NH:8][CH2:9][C:10]([O:12][CH2:13][C@H:14]1[O:18][C@@H:17]([N:19]2[CH:26]=[C:25]([F:27])[C:23](=[O:24])[NH:22][C:20]2=[O:21])[CH2:16][C@@H:15]1[O:28][CH2:29][C:30]1[CH:35]=[CH:34][C:33]([Cl:36])=[CH:32][CH:31]=1)=[O:11])=O)(C)(C)C>Cl.O1CCOCC1>[ClH:36].[Cl:36][C:33]1[CH:34]=[CH:35][C:30]([CH2:29][O:28][C@@H:15]2[C@@H:14]([CH2:13][O:12][C:10](=[O:11])[CH2:9][NH2:8])[O:18][C@@H:17]([N:19]3[CH:26]=[C:25]([F:27])[C:23](=[O:24])[NH:22][C:20]3=[O:21])[CH2:16]2)=[CH:31][CH:32]=1 |f:1.2,3.4|. Procedure details: In 3 ml of 4N-HCl-dioxane was dissolved 0.88 g of 5'--O--[N-(t-butoxycarbonyl)glycyl]-3'-O-(4-chlorobenzyl)- 2'-deoxy-5-fluorouridine obtained in Example 8 (A), and the solution was left to stand for 30 minutes at room temperature. The solvent was distilled off and the residue was placed on silica gel column and eluted with 4-6% methanol-chloroform, giving 0.36 g (45%) of 3'-O-(4-chlorobenzyl)-2'-deoxy-5-fluoro-5'-O-glycyluridine hydrochloride. The reactants are O=[N+]([O-])c1cccc(S(=O)(=O)NCC(O)CNc2nc(Cl)ncc2Br)c1, Cl, [Na+], C1CCOC1, [OH-]. The product is Nc1cccc(S(=O)(=O)NCC(O)CNc2nc(Cl)ncc2Br)c1. Reaction SMILES: [Br:1][c:2]1[c:3]([NH:9][CH2:10][CH:11]([CH2:12][NH:13][S:14](=[O:15])(=[O:16])[c:17]2[cH:18][c:19]([N+:23]([O-:24])=[O:25])[cH:20][cH:21][cH:22]2)[OH:26])[n:4][c:5]([Cl:8])[n:6][cH:7]1.[ClH:27].[Na+:29].[O:30]1[CH2:31][CH2:32][CH2:33][CH2:34]1.[OH-:28]>>[Br:1][c:2]1[c:3]([NH:9][CH2:10][CH:11]([CH2:12][NH:13][S:14](=[O:15])(=[O:16])[c:17]2[cH:18][c:19]([NH2:23])[cH:20][cH:21][cH:22]2)[OH:26])[n:4][c:5]([Cl:8])[n:6][cH:7]1. Reactants: CO, ClCCl, O=C(O)NCCc1ccc(Cl)c(C(=O)NCC23CC4CC(CC(C4)C2)C3)c1, Cl. The product is NCCc1ccc(Cl)c(C(=O)NCC23CC4CC(CC(C4)C2)C3)c1. RXN SMILES: [CH3:32][OH:33].[Cl:29][CH2:30][Cl:31].[Cl:2][c:3]1[c:4]([C:15](=[O:16])[NH:17][CH2:18][C:19]23[CH2:20][CH:21]4[CH2:22][CH:23]([CH2:24][CH:25]([CH2:26]2)[CH2:27]4)[CH2:28]3)[cH:5][c:6]([CH2:9][CH2:10][NH:11][C:12](=[O:13])[OH:14])[cH:7][cH:8]1.[ClH:1]>>[Cl:2][c:3]1[c:4]([C:15](=[O:16])[NH:17][CH2:18][C:19]23[CH2:20][CH:21]4[CH2:22][CH:23]([CH2:24][CH:25]([CH2:26]2)[CH2:27]4)[CH2:28]3)[cH:5][c:6]([CH2:9][CH2:10][NH2:11])[cH:7][cH:8]1.